This data is from the Open Reaction Database (ORD), a public repository of structured organic reaction records. The task is: describe an organic reaction: reactants, conditions, products, and yield The reactants are CC(Cl)Cl, CC(C)(C)OC(=O)NNC(=O)CCCC(=O)N(CC(=O)NCc1ccc(C(=O)NO)c(O)c1)CC(=O)NCc1ccc(C(=O)NO)c(O)c1, O=C(O)C(F)(F)F. Product: NNC(=O)CCCC(=O)N(CC(=O)NCc1ccc(C(=O)NO)c(O)c1)CC(=O)NCc1ccc(C(=O)NO)c(O)c1. Reaction SMILES: [Cl:57][CH:58]([Cl:59])[CH3:60].[OH:1][NH:2][C:3](=[O:4])[c:5]1[c:6]([OH:49])[cH:7][c:8]([CH2:11][NH:12][C:13](=[O:14])[CH2:15][N:16]([C:17]([CH2:18][CH2:19][CH2:20][C:21](=[O:22])[NH:23][NH:24][C:25]([O:26][C:27]([CH3:28])([CH3:29])[CH3:30])=[O:31])=[O:32])[CH2:33][C:34]([NH:35][CH2:36][c:37]2[cH:38][c:39]([OH:47])[c:40]([C:43]([NH:44][OH:45])=[O:46])[cH:41][cH:42]2)=[O:48])[cH:9][cH:10]1.[OH:50][C:51]([C:52]([F:53])([F:54])[F:55])=[O:56]>>[OH:1][NH:2][C:3](=[O:4])[c:5]1[c:6]([OH:49])[cH:7][c:8]([CH2:11][NH:12][C:13](=[O:14])[CH2:15][N:16]([C:17]([CH2:18][CH2:19][CH2:20][C:21](=[O:22])[NH:23][NH2:24])=[O:32])[CH2:33][C:34]([NH:35][CH2:36][c:37]2[cH:38][c:39]([OH:47])[c:40]([C:43]([NH:44][OH:45])=[O:46])[cH:41][cH:42]2)=[O:48])[cH:9][cH:10]1. Reactants: BrB(Br)Br, O=C([O-])O, ClCCl, CO, ClC(Cl)Cl, [Na+], COc1ccc(CNc2nc(N3CCCC3CO)ncc2C(=O)NCc2ncccn2)cc1Cl. Yields the product O=C(NCc1ncccn1)c1cnc(N2CCCC2CO)nc1NCc1ccc(O)c(Cl)c1. Reaction SMILES: [B:35]([Br:36])([Br:37])[Br:38].[C:41](=[O:42])([O-:43])[OH:44].[CH2:46]([Cl:47])[Cl:48].[CH3:39][OH:40].[CH:49]([Cl:50])([Cl:51])[Cl:52].[Na+:45].[OH:1][CH2:2][CH:3]1[N:4]([c:8]2[n:9][cH:10][c:11]([C:25]([NH:26][CH2:27][c:28]3[n:29][cH:30][cH:31][cH:32][n:33]3)=[O:34])[c:12]([NH:14][CH2:15][c:16]3[cH:17][c:18]([Cl:24])[c:19]([O:22][CH3:23])[cH:20][cH:21]3)[n:13]2)[CH2:5][CH2:6][CH2:7]1>>[OH:1][CH2:2][CH:3]1[N:4]([c:8]2[n:9][cH:10][c:11]([C:25]([NH:26][CH2:27][c:28]3[n:29][cH:30][cH:31][cH:32][n:33]3)=[O:34])[c:12]([NH:14][CH2:15][c:16]3[cH:17][c:18]([Cl:24])[c:19]([OH:22])[cH:20][cH:21]3)[n:13]2)[CH2:5][CH2:6][CH2:7]1. The reactants are C1(=CC(=CC=C1)CC(=O)N1C(O[C@H]2[C@@H]1C=1C=CC=CC1C2)=O)C ((3aS,8aR)-3-(2-m-Tolyl-acetyl)-3,3a,8,8a-tetrahydro-indeno[1,2-d]oxazol-2-one), C1(=CC(=CC=C1)CC(=O)N1C(O[C@H]2[C@@H]1C=1C=CC=CC1C2)=O)C ((3aS,8aR)-3-(2-m-Tolyl-acetyl)-3,3a,8,8a-tetrahydro-indeno[1,2-d]oxazol-2-one), C[Si](N[Si](C)(C)C)(C)C.[Na] (sodium 1,1,1,3,3,3-hexamethyldisilazane), ClC=1C=C(C=CC1Cl)C1=CC(=NN1C1=CC=C(C=C1)OC)CI (5-(3,4-Dichloro-phenyl)-3-iodomethyl-1-(4-methoxyphenyl)-1H-pyrazole), ClC=1C=C(C=CC1Cl)C1=CC(=NN1C1=CC=C(C=C1)OC)CI (5-(3,4-Dichloro-phenyl)-3-iodomethyl-1-(4-methoxyphenyl)-1H-pyrazole). Solvent: C1CCOC1 (THF), C1CCOC1 (THF), C1CCOC1 (THF). Reaction conditions: temperature -78 celsius, time 45 minute. Product: ClC=1C=C(C=CC1Cl)C1=CC(=NN1C1=CC=C(C=C1)OC)C[C@H](C(=O)N1C(O[C@H]2[C@@H]1C=1C=CC=CC1C2)=O)C=2C=C(C=CC2)C ((2S,3aS,8aR)-3-{3-[5-(3,4-Dichlorophenyl)-1-(4-methoxyphenyl)-1H-pyrazol-3-yl]-2-m-tolyl-propionyl}-3,3a,8,8a-tetrahydro-indeno[1,2-d]oxazol-2-one). Isolated yield 83.1%. RXN SMILES: [C:1]1([CH3:23])[CH:6]=[CH:5][CH:4]=[C:3]([CH2:7][C:8]([N:10]2[C@H:14]3[C:15]4[CH:16]=[CH:17][CH:18]=[CH:19][C:20]=4[CH2:21][C@H:13]3[O:12][C:11]2=[O:22])=[O:9])[CH:2]=1.C[Si](C)(C)N[Si](C)(C)C.[Na].[Cl:34][C:35]1[CH:36]=[C:37]([C:42]2[N:46]([C:47]3[CH:52]=[CH:51][C:50]([O:53][CH3:54])=[CH:49][CH:48]=3)[N:45]=[C:44]([CH2:55]I)[CH:43]=2)[CH:38]=[CH:39][C:40]=1[Cl:41]>C1COCC1>[Cl:34][C:35]1[CH:36]=[C:37]([C:42]2[N:46]([C:47]3[CH:52]=[CH:51][C:50]([O:53][CH3:54])=[CH:49][CH:48]=3)[N:45]=[C:44]([CH2:55][C@@H:7]([C:3]3[CH:2]=[C:1]([CH3:23])[CH:6]=[CH:5][CH:4]=3)[C:8]([N:10]3[C@H:14]4[C:15]5[CH:16]=[CH:17][CH:18]=[CH:19][C:20]=5[CH2:21][C@H:13]4[O:12][C:11]3=[O:22])=[O:9])[CH:43]=2)[CH:38]=[CH:39][C:40]=1[Cl:41] |f:1.2,^1:32|. Procedure: To a stirred solution of (3aS,8aR)-3-(2-m-tolyl-acetyl)-3,3a,8,8a-tetrahydro-indeno[1,2-d]oxazol-2-one (product of Step F., 12 g, 0.039 mol) in THF (100 mL) was added 1.0 M sodium 1,1,1,3,3,3-hexamethyldisilazane (NaHMDS) (41 mL, 0.041 mol) in THF at −78° C. The mixture was stirred for 45 min at −78° C. then treated with 5-(3,4-dichloro-phenyl)-3-iodomethyl-1-(4-methoxy-phenyl)-1l-H-pyrazole (product of Step E., 18.4 g, 0.0405 mol) in THF (100 mL). The reaction mixture was allowed to warm to rt ... The reactants are CO, O=C1CC=CC2CCCC(c3cccc(F)c3)N12, [H][H], O=[Pt]. Yields the product O=C1CCCC2CCCC(c3cccc(F)c3)N12. RXN SMILES: [CH3:21][OH:22].[F:1][c:2]1[cH:3][c:4]([CH:8]2[N:9]3[C:10](=[O:18])[CH2:11][CH:12]=[CH:13][CH:14]3[CH2:15][CH2:16][CH2:17]2)[cH:5][cH:6][cH:7]1.[H:19][H:20].[Pt:23]=[O:24]>>[F:1][c:2]1[cH:3][c:4]([CH:8]2[N:9]3[C:10](=[O:18])[CH2:11][CH2:12][CH2:13][CH:14]3[CH2:15][CH2:16][CH2:17]2)[cH:5][cH:6][cH:7]1.